From a dataset of the Open Reaction Database (ORD), a public repository of structured organic reaction records. describe an organic reaction: reactants, conditions, products, and yield Starting materials: ClC1=CC=C(C=N1)CNC(=C[N+](=O)[O-])SC (1-(6-chloro-3-pyridylmethyl)amino-1-methylthio-2-nitroethylene), CN (methylamine). Solvent: CCO (EtOH), CCO (EtOH). Product: ClC1=CC=C(C=N1)CNC(=C[N+](=O)[O-])NC (1-(6-Chloro-3-pyridylmethyl)amino-1-methylamino-2-nitroethylene). The yield is 53.8%. As a reaction SMILES: [Cl:1][C:2]1[N:7]=[CH:6][C:5]([CH2:8][NH:9][C:10](SC)=[CH:11][N+:12]([O-:14])=[O:13])=[CH:4][CH:3]=1.[CH3:17][NH2:18]>CCO>[Cl:1][C:2]1[N:7]=[CH:6][C:5]([CH2:8][NH:9][C:10]([NH:18][CH3:17])=[CH:11][N+:12]([O-:14])=[O:13])=[CH:4][CH:3]=1. Reported procedure: In 100 ml of EtOH was dissolved 1.2 g (4.6×10-3 mole) of 1-(6-chloro-3-pyridylmethyl)amino-1-methylthio-2-nitroethylene and on reflux, a solution of 0.84 g of 40% aqueous methylamine in 30 ml EtOH was added dropwise over 1 hour. After cooling, the reaction mixture was concentrated under reduced pressure to about 50 ml and the resulting crystals were collected by filtration and dried to give 0.6 g of the title compound as pale yellow needles. Reported procedure: In a four-neck flask provided with a stirrer, a thermometer, a condenser, a dropping funnel, and a nitrogen gas inlet, 111.6 g of isoparaffin solvent (produced by Exxon Chemical K.K. and marketed under trademark designation of "Isobar M") was placed and 22.3 g of sorbitan monooleate was dissolved therein. The resultant solution was emulsified by gradual addition thereto of a mixed solution prepared as an aqueous monomer solution by combining 167 g of the hydrochloride of aminoethyl methacrylate ... The product is C(C(=C)C)(=O)O (methacrylic acid), C1CN1 (ethylene imine), C(C=C)(=O)O (acrylic acid). The solvent is isoparaffin. Reactants: resultant solution, Cl (hydrochloride), CCCCCCCC/C=C\CCCCCCCC(=O)OCC([C@@H]1[C@@H]([C@H](CO1)O)O)O (sorbitan monooleate), C(C(=C)C)(=O)OCCN (aminoethyl methacrylate). Reaction SMILES: CCCCCCCC/C=C\CCCCC[CH2:16][CH2:17][C:18]([O:20]CC(O)[C@H]1OC[C@H](O)[C@H]1O)=[O:19].Cl.[C:32]([O:37][CH2:38][CH2:39][NH2:40])(=[O:36])[C:33]([CH3:35])=[CH2:34]>>[C:32]([OH:37])(=[O:36])[C:33]([CH3:35])=[CH2:34].[CH2:39]1[NH:40][CH2:38]1.[C:18]([OH:20])(=[O:19])[CH:17]=[CH2:16]. Reactants: N1(CCC1)C1=C(C(=C2C(C(=CN(C2=N1)CC1=C(C=C(C=C1)OC)OC)C(=O)OCC)=O)C)F (ethyl 7-azetidin-1-yl-1-(2,4-dimethoxybenzyl)-6-fluoro-5-methyl-4-oxo-1,4-dihydro-1,8-naphthyridine-3-carboxylate). Solvent: FC(C(=O)O)(F)F (trifluoroacetic acid). Product: N1(CCC1)C1=C(C(=C2C(C(=CNC2=N1)C(=O)OCC)=O)C)F (ethyl 7-azetidin-1-yl-6-fluoro-5-methyl-4-oxo-1,4-dihydro-1,8-naphthyridine-3-carboxylate). RXN SMILES: [N:1]1([C:5]2[N:14]=[C:13]3[C:8]([C:9](=[O:31])[C:10]([C:26]([O:28][CH2:29][CH3:30])=[O:27])=[CH:11][N:12]3CC3C=CC(OC)=CC=3OC)=[C:7]([CH3:32])[C:6]=2[F:33])[CH2:4][CH2:3][CH2:2]1>FC(F)(F)C(O)=O>[N:1]1([C:5]2[N:14]=[C:13]3[C:8]([C:9](=[O:31])[C:10]([C:26]([O:28][CH2:29][CH3:30])=[O:27])=[CH:11][NH:12]3)=[C:7]([CH3:32])[C:6]=2[F:33])[CH2:4][CH2:3][CH2:2]1. Procedure details: A solution of Example 5A (267 mg) in trifluoroacetic acid (11 mL) was stirred at 40° C. for 3 hours and concentrated; and the concentrate was azeotroped with toluene. The reactants are ClC1=CC=C(C=C1)C1=CC(=NC=C1OCC(F)(F)F)C(=O)O (4-(4-chloro-phenyl)-5-(2,2,2-trifluoro-ethoxy)-pyridine-2-carboxylic acid), CC(C)C1=NOC(=N1)CN (3-(1-methylethyl)-1,2,4-oxadiazole-5-methanamine). Yields the product ClC1=CC=C(C=C1)C1=CC(=NC=C1OCC(F)(F)F)C(=O)NCC1=NC(=NO1)C(C)C (4-(4-chlorophenyl)-N-((3-isopropyl-1,2,4-oxadiazol-5-yl)methyl)-5-(2,2,2-trifluoroethoxy)picolinamide). As a reaction SMILES: [Cl:1][C:2]1[CH:7]=[CH:6][C:5]([C:8]2[C:13]([O:14][CH2:15][C:16]([F:19])([F:18])[F:17])=[CH:12][N:11]=[C:10]([C:20]([OH:22])=O)[CH:9]=2)=[CH:4][CH:3]=1.[CH3:23][CH:24]([C:26]1[N:30]=[C:29]([CH2:31][NH2:32])[O:28][N:27]=1)[CH3:25]>>[Cl:1][C:2]1[CH:7]=[CH:6][C:5]([C:8]2[C:13]([O:14][CH2:15][C:16]([F:19])([F:18])[F:17])=[CH:12][N:11]=[C:10]([C:20]([NH:32][CH2:31][C:29]3[O:28][N:27]=[C:26]([CH:24]([CH3:25])[CH3:23])[N:30]=3)=[O:22])[CH:9]=2)=[CH:4][CH:3]=1. Procedure: The title compound was synthesized in analogy to Example 1, using 4-(4-chloro-phenyl)-5-(2,2,2-trifluoro-ethoxy)-pyridine-2-carboxylic acid (example D) and 3-(1-methylethyl)-1,2,4-oxadiazole-5-methanamine (CAN 936940-67-9) as starting materials, LC-MS (UV peak area/ESI) 97.2%, 455.1099 (M+H)+. Yields the product C(CCCC)NN=CC1=CC=C(C(=O)NC=2C=CC3=C(CCC(O3)CC(=O)O)C2)C=C1 (rac-(3,4-Dihydro-6-(N-(4-((pentylamino)iminomethyl)benzoyl)amino)-2H-1-benzopyran-2-yl)acetic Acid). The solvent is C(C)O (ethanol), [OH-].[Na+] (sodium hydroxide). Procedure: 0.15 g (0.31 mmol) of the ester from Example 94 were stirred overnight at room temperature in a mixture of 10 ml ethanol and 0.7 ml 2 N aqueous sodium hydroxide solution. It was brought to pH 4 with 2 N acetic acid, and the precipitate of the title acid was filtered, washed successively with water and with acetone, and dried in vacuo. Yield: 98 mg (75%) of colorless crystals, m.p. 223-225° C. (dec.). Starting materials: Cl.C(CCCC)NN=CC1=CC=C(C(=O)NC=2C=CC3=C(CCC(O3)CC(=O)OCC)C2)C=C1 (Ethyl rac-(3,4-Dihydro-6-(N-(4-((pentylamino)iminomethyl)benzoyl)amino)-2H-1-benzopyran-2-yl)acetate hydrochloride), C(C)(=O)O (acetic acid). As a reaction SMILES: Cl.[CH2:2]([NH:7][N:8]=[CH:9][C:10]1[CH:34]=[CH:33][C:13]([C:14]([NH:16][C:17]2[CH:18]=[CH:19][C:20]3[O:25][CH:24]([CH2:26][C:27]([O:29]CC)=[O:28])[CH2:23][CH2:22][C:21]=3[CH:32]=2)=[O:15])=[CH:12][CH:11]=1)[CH2:3][CH2:4][CH2:5][CH3:6].C(O)(=O)C>C(O)C.[OH-].[Na+]>[CH2:2]([NH:7][N:8]=[CH:9][C:10]1[CH:34]=[CH:33][C:13]([C:14]([NH:16][C:17]2[CH:18]=[CH:19][C:20]3[O:25][CH:24]([CH2:26][C:27]([OH:29])=[O:28])[CH2:23][CH2:22][C:21]=3[CH:32]=2)=[O:15])=[CH:12][CH:11]=1)[CH2:3][CH2:4][CH2:5][CH3:6] |f:0.1,4.5|. Starting materials: O=S(=O)(O)Cl, ClCc1ccccc1. Yields the product O=S(=O)(Cl)c1ccc(CCl)cc1. RXN SMILES: [Cl:1][S:2](=[O:3])(=[O:4])[OH:5].[Cl:6][CH2:7][c:8]1[cH:9][cH:10][cH:11][cH:12][cH:13]1>>[Cl:1][S:2](=[O:3])(=[O:5])[c:11]1[cH:10][cH:9][c:8]([CH2:7][Cl:6])[cH:13][cH:12]1. Reactants: CCOC(=O)C (EtOAc), ClC1=CC=C(C=N1)CO ((6-Chloropyridin-3-yl)methanol), FC(S(=O)(=O)OCC(F)(F)F)(F)F (2,2,2-Trifluoroethyl trifluoromethanesulfonate), CC(C)([O-])C.[K+] (potassium tert-butoxide). Solvent: O (water), C1CCOC1 (THF). Product: ClC1=NC=C(C=C1)COCC(F)(F)F (2-Chloro-5-[(2,2,2-trifluoroethoxy)methyl]pyridine). Isolated yield 34.2%. As a reaction SMILES: [Cl:1][C:2]1[N:7]=[CH:6][C:5]([CH2:8][OH:9])=[CH:4][CH:3]=1.CC(C)([O-])C.[K+].FC(F)(F)S(O[CH2:22][C:23]([F:26])([F:25])[F:24])(=O)=O.CCOC(C)=O>C1COCC1.O>[Cl:1][C:2]1[CH:3]=[CH:4][C:5]([CH2:8][O:9][CH2:22][C:23]([F:26])([F:25])[F:24])=[CH:6][N:7]=1 |f:1.2|. Reported procedure: (6-Chloropyridin-3-yl)methanol (1.0 g, 6.97 mmol) was dissolved in THF (20 mL), potassium tert-butoxide (0.860 g, 7.66 mmol) was added and the mixture stirred at room temperature. 2,2,2-Trifluoroethyl trifluoromethanesulfonate (1.78 g, 7.66 mmol) was added dropwise with ice cooling and then the mixture stirred at room temperature for 2 h. EtOAc (50 mL) and water (50 mL) were added, the organic layer was separated and the aqueous layer neutralised to pH 6. The aqueous layer was then further extra... Starting materials: C(C)(C)(C)OC(=O)[C@@H](C\C=C\C1=CC=CC=C1)[C@H](C(=O)NNS(=O)(=O)C1=CC=C(C=C1)C)CC(C)C ((E)-2(R)-[1(S)-(tert.-butoxycarbonyl)-4-phenyl-3-butenyl]-4-methyl-2′-(p-toluenesulphonyl)valerohydrazide), S(+) 1-bromo-2-methylbutane, C([O-])([O-])=O.[K+].[K+] (potassium carbonate). The solvent is CN(C=O)C (dimethylformamide). Conditions: time 8 hour. Yields the product C(C)(C)(C)OC(=O)[C@@H](C\C=C\C1=CC=CC=C1)[C@H](C(=O)NN(S(=O)(=O)C1=CC=C(C=C1)C)C[C@H](CC)C)CC(C)C ((E)-2(R)-[1(S)-(tert.-butoxycarbonyl)-4-phenyl-3-butenyl]-4-methyl-2′-(2(S)-methylbutyl)-2′-(p-toluenesulphonyl)valerohydrazide). The yield is 101.9%. Reaction SMILES: [C:1]([O:5][C:6]([C@H:8]([C@@H:18]([CH2:33][CH:34]([CH3:36])[CH3:35])[C:19]([NH:21][NH:22][S:23]([C:26]1[CH:31]=[CH:30][C:29]([CH3:32])=[CH:28][CH:27]=1)(=[O:25])=[O:24])=[O:20])[CH2:9]/[CH:10]=[CH:11]/[C:12]1[CH:17]=[CH:16][CH:15]=[CH:14][CH:13]=1)=[O:7])([CH3:4])([CH3:3])[CH3:2].C(=O)([O-])[O-].[K+].[K+]>CN(C)C=O>[C:1]([O:5][C:6]([C@H:8]([C@@H:18]([CH2:33][CH:34]([CH3:36])[CH3:35])[C:19]([NH:21][N:22]([CH2:6][C@@H:8]([CH3:18])[CH2:9][CH3:10])[S:23]([C:26]1[CH:31]=[CH:30][C:29]([CH3:32])=[CH:28][CH:27]=1)(=[O:25])=[O:24])=[O:20])[CH2:9]/[CH:10]=[CH:11]/[C:12]1[CH:17]=[CH:16][CH:15]=[CH:14][CH:13]=1)=[O:7])([CH3:4])([CH3:3])[CH3:2] |f:1.2.3|. Reported procedure: A mixture of 0.323 g of (E)-2(R)-[1(S)-(tert.-butoxycarbonyl)-4-phenyl-3-butenyl]-4-methyl-2′-(p-toluenesulphonyl)valerohydrazide, 0.111 g of S(+)-1-bromo-2-methylbutane and 0.053 g of anhydrous potassium carbonate in 5 ml of dry dimethylformamide was stirred at room temperature overnight. The solvent was evaporated and the residue was partitioned between ethyl acetate and water. The ethyl acetate layer was washed with saturated sodium chloride solution, dried over anhydrous magnesium sulphate a... Starting materials: CN(C)C=O, O=C(O)c1ccc2ccccc2c1O, O=S(Cl)Cl. The product is O=C(Cl)c1ccc2ccccc2c1O. Reaction SMILES: [CH3:19][N:20]([CH3:21])[CH:22]=[O:23].[OH:1][C:2](=[O:3])[c:4]1[cH:5][cH:6][c:7]2[cH:8][cH:9][cH:10][cH:11][c:12]2[c:13]1[OH:14].[S:15]([Cl:16])([Cl:17])=[O:18]>>[O:1]=[C:2]([c:4]1[cH:5][cH:6][c:7]2[cH:8][cH:9][cH:10][cH:11][c:12]2[c:13]1[OH:14])[Cl:17].